This data is from the Open Reaction Database (ORD), a public repository of structured organic reaction records. The task is: describe an organic reaction: reactants, conditions, products, and yield The reactants are C[Si](C)(C)[N-][Si](C)(C)C.[Na+] (NaHMDS), COC(=O)CP(=O)(OC)OC (trimethyl phosphonoacetate), olefins, compound, M-tBu, C(C)(C)(C)OC(=O)N1CC(NCC1)(C=O)CC1=CC=CC=C1 (3-benzyl-3-formyl-piperazine-1-carboxylic acid tert-butyl ester), C(C)(C)(C)OC(=O)N1CC(NCC1)(C=O)CC1=C(C=C(C=C1)F)F (3-(2,4-Difluoro-benzyl)-3-formyl-piperazine-1-carboxylic acid tert-butyl ester), M-BOC, lactam, ester, M-tBu, lactam, ester, ester, M-BOC. Reaction conditions: time 1 hour. Product: C(C)(C)(C)OC(=O)N1CC(NCC1)(C=CC(=O)OC)CC1=CC=CC=C1 (3-Benzyl-3-(2-methoxycarbonyl-vinyl)-piperazine-1-carboxylic acid tert-butyl ester). RXN SMILES: C[Si]([N-][Si](C)(C)C)(C)C.[Na+].[CH3:11][O:12][C:13]([CH2:15]P(OC)(OC)=O)=[O:14].[C:22]([O:26][C:27]([N:29]1[CH2:34][CH2:33][NH:32][C:31]([CH2:37][C:38]2[CH:43]=[CH:42][CH:41]=[CH:40][CH:39]=2)([CH:35]=O)[CH2:30]1)=[O:28])([CH3:25])([CH3:24])[CH3:23].C(OC(N1CCNC(CC2C=CC(F)=CC=2F)(C=O)C1)=O)(C)(C)C>C(Cl)Cl.CCOC(C)=O.O.C1COCC1>[C:22]([O:26][C:27]([N:29]1[CH2:34][CH2:33][NH:32][C:31]([CH2:37][C:38]2[CH:39]=[CH:40][CH:41]=[CH:42][CH:43]=2)([CH:35]=[CH:15][C:13]([O:12][CH3:11])=[O:14])[CH2:30]1)=[O:28])([CH3:23])([CH3:24])[CH3:25] |f:0.1|. Procedure details: To a THF (1 mL) solution of NaHMDS at 0° C. was added trimethyl phosphonoacetate (0.18 mL, 1.1 mmol), dropwise. After stirring for 1 hour, a THF (1 mL) solution of crude 3-benzyl-3-formyl-piperazine-1-carboxylic acid tert-butyl ester (0.34 mg, 0.92 mmol), prepared analogous to the compound of Example 198, Step A, was added and the reaction was allowed to warm to room temperature. After stirring for 16 hours, the product was isolated by extraction from water with EtOAc (2×) and methylene chloride... The solvent is C1CCOC1 (THF), C1CCOC1 (THF), C(Cl)Cl (methylene chloride), CCOC(=O)C (EtOAc), O (water).